Dataset: the Open Reaction Database (ORD), a public repository of structured organic reaction records. Task: describe an organic reaction: reactants, conditions, products, and yield The reactants are IC (iodomethane), solution, C(C)(C)NC(C)C.[Li] (lithium diisopropylamine), C1(=CC=CC=C1)S(=O)(=O)N1C=CC2=CC=CN=C12 (1-(benzenesulfonyl)-7-azaindole). Run in O (water), C1CCOC1 (THF), C1CCOC1.CCCCCCC (THF heptane), C1CCOC1 (THF). Reaction conditions: time 14 hour. Yields the product CC=1N(C2=NC=CC=C2C1)S(=O)(=O)C1=CC=CC=C1 (2-methyl-1-(benzenesulfonyl)-7-azaindole). Reaction SMILES: [CH:1](NC(C)C)(C)C.[Li].[C:9]1([S:15]([N:18]2[C:26]3[C:21](=[CH:22][CH:23]=[CH:24][N:25]=3)[CH:20]=[CH:19]2)(=[O:17])=[O:16])[CH:14]=[CH:13][CH:12]=[CH:11][CH:10]=1.IC>C1COCC1.CCCCCCC.C1COCC1.O>[CH3:1][C:19]1[N:18]([S:15]([C:9]2[CH:10]=[CH:11][CH:12]=[CH:13][CH:14]=2)(=[O:17])=[O:16])[C:26]2[C:21]([CH:20]=1)=[CH:22][CH:23]=[CH:24][N:25]=2 |f:0.1,4.5,^1:7|. Procedure: 4.8 ml of a 2M solution of lithium diisopropylamine in THF/heptane are added dropwise over the course of 60 min. to a solution of 1 g of 1-(benzenesulfonyl)-7-azaindole in 20 ml of THF at −70° C. under an N2 atmosphere. The mixture is allowed to warm to 20° over the course of 50 minutes. The suspension is cooled to −70°, and a solution of 1.1, g of iodomethane in 20 ml of THF is added dropwise over the course of 20 minutes. The mixture is stirred at −70° for one hour and subsequently at room tem... The reactants are Cl.ClC1=CC(=C(C(=O)NC2=CC=C3CCC(N(C3=C2)C)=O)C=C1)NCC1NCCCC1 (4-Chloro-N-(1-methyl-2-oxo-1,2,3,4-tetrahydroquinolin-7-yl)-2-[(piperidin-2-ylmethyl)amino]benzamide hydrochloride), C(C)(=O)O[BH-](OC(C)=O)OC(C)=O.[Na+] (Sodium triacetoxyborohydride). Run in C(C)(=O)O (acetic acid), CO (methanol), C=O (formaldehyde). Reaction conditions: time 30 minute. Product: Cl.ClC1=CC(=C(C(=O)NC2=CC=C3CCC(N(C3=C2)C)=O)C=C1)NCC1N(CCCC1)C (4-chloro-N-(1-methyl-2-oxo-1,2,3,4-tetrahydroquinolin-7-yl)-2-{[(1-methylpiperidin-2-yl)methyl]amino}benzamide hydrochloride). Yield: 87.4%. As a reaction SMILES: Cl.[Cl:2][C:3]1[CH:23]=[CH:22][C:6]([C:7]([NH:9][C:10]2[CH:19]=[C:18]3[C:13]([CH2:14][CH2:15][C:16](=[O:21])[N:17]3[CH3:20])=[CH:12][CH:11]=2)=[O:8])=[C:5]([NH:24][CH2:25][CH:26]2[CH2:31][CH2:30][CH2:29][CH2:28][NH:27]2)[CH:4]=1.[C:32](O[BH-](OC(=O)C)OC(=O)C)(=O)C.[Na+]>C(O)(=O)C.CO.C=O>[ClH:2].[Cl:2][C:3]1[CH:23]=[CH:22][C:6]([C:7]([NH:9][C:10]2[CH:19]=[C:18]3[C:13]([CH2:14][CH2:15][C:16](=[O:21])[N:17]3[CH3:20])=[CH:12][CH:11]=2)=[O:8])=[C:5]([NH:24][CH2:25][CH:26]2[CH2:31][CH2:30][CH2:29][CH2:28][N:27]2[CH3:32])[CH:4]=1 |f:0.1,2.3,7.8|. Procedure details: 4-Chloro-N-(1-methyl-2-oxo-1,2,3,4-tetrahydroquinolin-7-yl)-2-[(piperidin-2-ylmethyl)amino]benzamide hydrochloride (100 mg) was dissolved in a mixed solution of acetic acid (3 mL) and methanol (2 mL), and 1 ml of formaldehyde aqueous solution (36%) was added thereto. Sodium triacetoxyborohydride (252 mg) was added to this solution at 0° C., followed by stirring at room temperature for 30 minutes. After concentration under a reduced pressure, this was made basic by adding a saturated sodium bicar... Starting materials: Cl (HCl), NC1=NC(=CC(=N1)C1=CC=C2CCN(CC2=C1)C(=O)OC(C)(C)C)N1CCN(CC1)C (tert-butyl 7-[2-amino-6-(4-methylpiperazin-1-yl)pyrimidin-4-yl]-3,4-dihydroisoquinoline-2(1H)-carboxylate). The solvent is O1CCOCC1 (dioxane), CO (methanol). Reaction conditions: time 2 hour. Product: CN1CCN(CC1)C1=NC(=NC(=C1)C1=CC=C2CCNCC2=C1)N (4-(4-methylpiperazin-1-yl)-6-(1,2,3,4-tetrahydroisoquinolin-7-yl)pyrimidin-2-amine), Cl (HCl). As a reaction SMILES: [ClH:1].[NH2:2][C:3]1[N:8]=[C:7]([C:9]2[CH:18]=[C:17]3[C:12]([CH2:13][CH2:14][N:15](C(OC(C)(C)C)=O)[CH2:16]3)=[CH:11][CH:10]=2)[CH:6]=[C:5]([N:26]2[CH2:31][CH2:30][N:29]([CH3:32])[CH2:28][CH2:27]2)[N:4]=1>O1CCOCC1.CO>[CH3:32][N:29]1[CH2:28][CH2:27][N:26]([C:5]2[CH:6]=[C:7]([C:9]3[CH:18]=[C:17]4[C:12]([CH2:13][CH2:14][NH:15][CH2:16]4)=[CH:11][CH:10]=3)[N:8]=[C:3]([NH2:2])[N:4]=2)[CH2:31][CH2:30]1.[ClH:1]. Procedure details: 6 mL of 4N HCl in dioxane was added to a solution of tert-butyl 7-[2-amino-6-(4-methylpiperazin-1-yl)pyrimidin-4-yl]-3,4-dihydroisoquinoline-2(1H)-carboxylate (0.90 g, 2.1 mmol) in methanol (5 mL). The mixture was stirred at r.t. for 2 h. The mixture was concentrated under reduced pressure. The residue was washed with ether and dried under vacuum to afford the desired product as an HCl salt (0.83 g). Analytic LCMS (M+H)+: m/z=325.4. The reactants are BrC=1C=C(C=2C=NN(C2C1)C(C)C)C(=O)NCC=1C(NC(=CC1C)C)=O (6-bromo-N-[(4,6-dimethyl-2-oxo-1,2-dihydro-3-pyridinyl)methyl]-1-(1-methylethyl)-1H-indazole-4-carboxamide), O (Water), FC(C1=C(C=CC=C1)B(O)O)(F)F ([2-(trifluoromethyl)phenyl]boronic acid), C([O-])(O)=O.[Na+] (Sodium bicarbonate). Reagents/catalysts: C1=CC=C(C=C1)P([C-]2C=CC=C2)C3=CC=CC=C3.C1=CC=C(C=C1)P([C-]2C=CC=C2)C3=CC=CC=C3.Cl[Pd]Cl.[Fe+2].C(Cl)Cl (PdCl2(dppf) CH2Cl2). Solvent: O1CCOCC1.O (dioxane water). Reaction conditions: temperature 110 celsius. The product is CC1=C(C(NC(=C1)C)=O)CNC(=O)C=1C=2C=NN(C2C=C(C1)C1=C(C=CC=C1)C(F)(F)F)C(C)C (N-[(4,6-Dimethyl-2-oxo-1,2-dihydro-3-pyridinyl)methyl]-1-(1-methylethyl)-6-[2-(trifluoromethyl)phenyl]-1H-indazole-4-carboxamide). The yield is 75.1%. RXN SMILES: Br[C:2]1[CH:3]=[C:4]([C:14]([NH:16][CH2:17][C:18]2[C:19](=[O:26])[NH:20][C:21]([CH3:25])=[CH:22][C:23]=2[CH3:24])=[O:15])[C:5]2[CH:6]=[N:7][N:8]([CH:11]([CH3:13])[CH3:12])[C:9]=2[CH:10]=1.[F:27][C:28]([F:39])([F:38])[C:29]1[CH:34]=[CH:33][CH:32]=[CH:31][C:30]=1B(O)O.C(=O)(O)[O-].[Na+].O>O1CCOCC1.O.C1C=CC(P(C2C=CC=CC=2)[C-]2C=CC=C2)=CC=1.C1C=CC(P(C2C=CC=CC=2)[C-]2C=CC=C2)=CC=1.Cl[Pd]Cl.[Fe+2].C(Cl)Cl>[CH3:24][C:23]1[CH:22]=[C:21]([CH3:25])[NH:20][C:19](=[O:26])[C:18]=1[CH2:17][NH:16][C:14]([C:4]1[C:5]2[CH:6]=[N:7][N:8]([CH:11]([CH3:13])[CH3:12])[C:9]=2[CH:10]=[C:2]([C:30]2[CH:31]=[CH:32][CH:33]=[CH:34][C:29]=2[C:28]([F:39])([F:38])[F:27])[CH:3]=1)=[O:15] |f:2.3,5.6,7.8.9.10.11|. Procedure details: In a 25 mL sealable tube under nitrogen were combined 6-bromo-N-[(4,6-dimethyl-2-oxo-1,2-dihydro-3-pyridinyl)methyl]-1-(1-methylethyl)-1H-indazole-4-carboxamide (100 mg, 0.24 mmol) and [2-(trifluoromethyl)phenyl]boronic acid (68.3 mg, 0.36 mmol) in dioxane/water (3 mL:1 mL). PdCl2(dppf)-CH2Cl2 (9.78 mg, 0.012 mmol) was added and the resulting mixture was degassed with nitrogen for 10 min. Sodium bicarbonate (60.4 mg, 0.72 mmol) was added and the insoluble mixture was heated in a microwave at 110...